This data is from the Open Reaction Database (ORD), a public repository of structured organic reaction records. The task is: describe an organic reaction: reactants, conditions, products, and yield Starting materials: NC1=C(C=O)C=CC=C1 (2-aminobenzaldehyde), S(=O)(=O)(C1=CC=C(C)C=C1)OC1=CC=C(C=C1)S(=O)(=O)CC(C(C)C)=O (1-(4-tosyloxybenzenesulphonyl)-3-methyl-butan-2-one). Solvent: C(C)OCC (ethyl ether). Run at temperature 185 celsius. The product is C(C)(C)C1=NC2=CC=CC=C2C=C1S(=O)(=O)C1=CC=C(C=C1)OS(=O)(=O)C1=CC=C(C)C=C1 (2-Isopropyl-3-(4-tosyloxybenzenesulphonyl)quinoline). As a reaction SMILES: [NH2:1][C:2]1[CH:9]=[CH:8][CH:7]=[CH:6][C:3]=1[CH:4]=O.[S:10]([O:20][C:21]1[CH:26]=[CH:25][C:24]([S:27]([CH2:30][C:31](=O)[CH:32]([CH3:34])[CH3:33])(=[O:29])=[O:28])=[CH:23][CH:22]=1)([C:13]1[CH:19]=[CH:18][C:16]([CH3:17])=[CH:15][CH:14]=1)(=[O:12])=[O:11]>C(OCC)C>[CH:32]([C:31]1[C:30]([S:27]([C:24]2[CH:25]=[CH:26][C:21]([O:20][S:10]([C:13]3[CH:19]=[CH:18][C:16]([CH3:17])=[CH:15][CH:14]=3)(=[O:12])=[O:11])=[CH:22][CH:23]=2)(=[O:28])=[O:29])=[CH:4][C:3]2[C:2](=[CH:9][CH:8]=[CH:7][CH:6]=2)[N:1]=1)([CH3:34])[CH3:33]. Procedure details: In a sealed tube a mixture of 0.02 mol of 2-aminobenzaldehyde and 0.02 mol of 1-(4-tosyloxybenzenesulphonyl)-3-methyl-butan-2-one was heated at 185° C. for 2 hours. The mixture was then taken up in dry ethyl ether and filtered. M.P. of the hydrochloride: about 90° C.